This data is from the Open Reaction Database (ORD), a public repository of structured organic reaction records. The task is: describe an organic reaction: reactants, conditions, products, and yield The reactants are C(C)[O-].[Na+] (sodium ethanolate), CCC(CC(CC)=O)=O (3,5-heptanedione), C(C1=CC=CC=C1)N1C=NC=C1CCl (1-benzyl-5-chloromethyl-1H-imidazole), [I-].[K+] (potassium iodide), Cl.C(C1=CC=CC=C1)N1C=NC=C1CCl (1-benzyl-5-chloromethyl-1H-imidazole hydrochloride), solution. The solvent is C(C)O (ethanol), C(C)O (ethanol), C(C)O (ethanol). Run at temperature 50 celsius, time 30 minute. Yields the product C(C1=CC=CC=C1)N1C=NC=C1CC(C(CC)=O)C(CC)=O (4-(3-benzyl-3H-imidazol-4-ylmethyl)-heptane-3,5-dione). As a reaction SMILES: C([O-])C.[Na+].[CH3:5][CH2:6][C:7](=[O:13])[CH2:8][C:9](=[O:12])[CH2:10][CH3:11].[I-].[K+].[CH2:16]([N:23]1[C:27]([CH2:28]Cl)=[CH:26][N:25]=[CH:24]1)[C:17]1[CH:22]=[CH:21][CH:20]=[CH:19][CH:18]=1.Cl.C(N1C(CCl)=CN=C1)C1C=CC=CC=1>C(O)C>[CH2:16]([N:23]1[C:27]([CH2:28][CH:8]([C:7](=[O:13])[CH2:6][CH3:5])[C:9](=[O:12])[CH2:10][CH3:11])=[CH:26][N:25]=[CH:24]1)[C:17]1[CH:18]=[CH:19][CH:20]=[CH:21][CH:22]=1 |f:0.1,3.4,6.7|. Procedure: To a solution of 3.75 ml (10 mmol; ˜21% solution in ethanol) sodium ethanolate in 40 ml dry ethanol were added 1.30 mg (10 mmol) 3,5-heptanedione and stirred at 50° C. for 30 min. Then a tip of spatula of potassium iodide was added followed by a solution of 1-benzyl-5-chloromethyl-1H-imidazole (prepared from 2.27 g (9.4 mmol) 1-benzyl-5-chloromethyl-1H-imidazole hydrochloride in 10 ml ethanol and 3.5 ml (9.4 mmol; ˜21% solution in ethanol). The mixture was heated to 50° C. for further 5 min and ... The reactants are CCO, CCc1cc(C(=O)OC)c2ccc(C(C)C)ccc1-2, Cl, [K+], [OH-], O. The product is CCOC(=O)c1cc(CC)c2ccc(C(C)C)ccc1-2. RXN SMILES: [CH3:23][CH2:24][OH:25].[CH3:3][O:4][C:5](=[O:6])[c:7]1[cH:8][c:9]([CH2:20][CH3:21])[c:10]2[cH:11][cH:12][c:13]([CH:17]([CH3:18])[CH3:19])[cH:14][cH:15][c:16]1-2.[ClH:22].[K+:2].[OH-:1].[OH2:26]>>[CH2:3]([O:4][C:5](=[O:6])[c:7]1[cH:8][c:9]([CH2:20][CH3:21])[c:10]2[cH:11][cH:12][c:13]([CH:17]([CH3:18])[CH3:19])[cH:14][cH:15][c:16]1-2)[CH3:23]. Product: COc1cc(N)c(CC(=O)NCCCN(C)C2CCc3cc(OC)c(OC)cc3C2)cc1OC. Reactants: COc1cc2c(cc1OC)CC(N(C)CCCNC(=O)Cc1cc(OC)c(OC)cc1[N+](=O)[O-])CC2, CO. RXN SMILES: [CH3:1][O:2][c:3]1[cH:4][c:5]([N+:34]([O-:35])=[O:36])[c:6]([CH2:11][C:12](=[O:13])[NH:14][CH2:15][CH2:16][CH2:17][N:18]([CH:19]2[CH2:20][c:21]3[cH:22][c:23]([O:31][CH3:32])[c:24]([O:29][CH3:30])[cH:25][c:26]3[CH2:27][CH2:28]2)[CH3:33])[cH:7][c:8]1[O:9][CH3:10].[CH3:37][OH:38]>>[CH3:1][O:2][c:3]1[cH:4][c:5]([NH2:34])[c:6]([CH2:11][C:12](=[O:13])[NH:14][CH2:15][CH2:16][CH2:17][N:18]([CH:19]2[CH2:20][c:21]3[cH:22][c:23]([O:31][CH3:32])[c:24]([O:29][CH3:30])[cH:25][c:26]3[CH2:27][CH2:28]2)[CH3:33])[cH:7][c:8]1[O:9][CH3:10]. The reactants are [OH-].[Li+] (lithium hydroxide), COC(C1=CC(=NC(=C1)C(C)(F)F)N[C@@H](C)CC)=O ((S)-2-sec-butylamino-6-(1,1-difluoroethyl)-isonicotinic acid methyl ester), Cl (HCl). The solvent is CO (methanol). Yields the product [C@H](C)(CC)NC=1C=C(C(=O)O)C=C(N1)C(C)(F)F ((S)-2-sec-Butylamino-6-(1,1-difluoroethyl)-isonicotinic acid). The yield is 95.0%. Reaction SMILES: C[O:2][C:3](=[O:19])[C:4]1[CH:9]=[C:8]([C:10]([F:13])([F:12])[CH3:11])[N:7]=[C:6]([NH:14][C@H:15]([CH2:17][CH3:18])[CH3:16])[CH:5]=1.[OH-].[Li+].Cl>CO>[C@@H:15]([NH:14][C:6]1[CH:5]=[C:4]([CH:9]=[C:8]([C:10]([F:13])([F:12])[CH3:11])[N:7]=1)[C:3]([OH:19])=[O:2])([CH2:17][CH3:18])[CH3:16] |f:1.2|. Reported procedure: Dissolve (S)-2-sec-butylamino-6-(1,1-difluoroethyl)-isonicotinic acid methyl ester (200 mg, 0.73 mmol) in methanol (3 mL). Slowly add 1 N lithium hydroxide (1.0 mL) and stir overnight at room temperature. Acidify the mixture to about pH=6 by 5 N HCl and concentrate to near dryness. Dilute with ethyl acetate (20 mL) and wash the organic layer with saturated aqueous sodium chloride. Dry (magnesium sulfate) and concentrate to give the title compound as a solid (95%). Reactants: C(Cl)(Cl)Cl (CHCl3), C(C)(=O)C1=NC=CC=C1 (2-acetyl pyridine), pyridinium bromide perbromide. Solvent: C1CCOC1 (THF). Reaction conditions: time 24 hour. Yields the product BrCC(=O)C1=NC=CC=C1 (2-Bromoacetylpyridine). Reaction SMILES: C(Cl)(Cl)Cl.[C:5]([C:8]1[CH:13]=[CH:12][CH:11]=[CH:10][N:9]=1)(=[O:7])[CH3:6].C1C=C[NH+]=CC=1.[Br:20][Br-]Br>C1COCC1>[Br:20][CH2:6][C:5]([C:8]1[CH:13]=[CH:12][CH:11]=[CH:10][N:9]=1)=[O:7] |f:2.3|. Procedure details: To a 500 mL round bottomed flask with a stirring bar and an argon inlet is added CHCl3 (200 mL), THF (100 mL), 2-acetyl pyridine (8.57 mL, 76.46 mmol), and pyridinium bromide perbromide (26.85 g, 84.11 mmol). This solution is stirred at ambient temperature for 24 hours. The reaction mixture is washed with aqueous HCl, H2O, brine and dried (MgSO4). The solvent is evaporated in vacuo to afford the title compound which was used immediately in the next step. The reactants are ClCC(COC1=CC=CC=C1)O (1-chloro-3-phenoxy-2-propanol), OC1=CC=C2C(CC(OC2=C1)=O)=N (3,4-dihydro-7-hydroxy-4-iminocoumarin), [Na] (sodium), [H-].[Na+] (sodium hydride). Run in CN(C)C=O (DMF), CN(C)C=O (DMF). Product: OC(COC1=CC=C2C(CC(OC2=C1)=O)=N)COC1=CC=CC=C1 (3,4-Dihydro-7-(2-hydroxy-3-phenoxypropoxy)-4-iminocoumarin). Yield: 91.7%. As a reaction SMILES: [OH:1][C:2]1[CH:11]=[C:10]2[C:5]([C:6](=[NH:13])[CH2:7][C:8](=[O:12])[O:9]2)=[CH:4][CH:3]=1.[H-].[Na+].[Na].Cl[CH2:18][CH:19]([OH:28])[CH2:20][O:21][C:22]1[CH:27]=[CH:26][CH:25]=[CH:24][CH:23]=1>CN(C=O)C>[OH:28][CH:19]([CH2:20][O:21][C:22]1[CH:27]=[CH:26][CH:25]=[CH:24][CH:23]=1)[CH2:18][O:1][C:2]1[CH:11]=[C:10]2[C:5]([C:6](=[NH:13])[CH2:7][C:8](=[O:12])[O:9]2)=[CH:4][CH:3]=1 |f:1.2,^1:15|. Procedure: To a warm stirred suspension of 3,4-dihydro-7-hydroxy-4-iminocoumarin (17.7 g; 0.1 mole) in dry DMF (75 ml) was added sodium hydride (2.4; 0.1 mole) portionwise and the mixture refluxed for 1.5 hours to complete formation of the sodium salt. A solution of 1-chloro-3-phenoxy-2-propanol (18.7 g; 0.1 mole) in dry DMF (10 mol) was added dropwise at reflux and the mixture stirred at reflux for an additional 4 hours. The solvent was removed in vacuo and water (200 ml) added to the residue. The yellow ... The reactants are dimethyl acetal, C(CC)N(C(=O)NC=1SC(=NN1)C1CCCC1)CCC=O (3-[1-propyl-3-(5-cyclopentyl-1,3,4-thiadiazol-2-yl)ureido]propionaldehyde), Cl (hydrochloric acid). The solvent is O (water). The product is C1(CCCC1)C1=NN=C(S1)N1C(N(CCC1O)CCC)=O (tetrahydro-1-(5-cyclopentyl-1,3,4-thiadiazol-2-yl)-3-propyl-6-hydroxy-2(1H)-pyrimidinone). As a reaction SMILES: [CH2:1]([N:4]([CH2:18][CH2:19][CH:20]=[O:21])[C:5]([NH:7][C:8]1[S:9][C:10]([CH:13]2[CH2:17][CH2:16][CH2:15][CH2:14]2)=[N:11][N:12]=1)=[O:6])[CH2:2][CH3:3].Cl>O>[CH:13]1([C:10]2[S:9][C:8]([N:7]3[CH:20]([OH:21])[CH2:19][CH2:18][N:4]([CH2:1][CH2:2][CH3:3])[C:5]3=[O:6])=[N:12][N:11]=2)[CH2:14][CH2:15][CH2:16][CH2:17]1. Reported procedure: The dimethyl acetal of 3-[1-propyl-3-(5-cyclopentyl-1,3,4-thiadiazol-2-yl)ureido]propionaldehyde (15 grams), water (400 ml) and hydrochloric acid (4 ml) are charged into a glass reaction vessel equipped with a mechanical stirrer, thermometer and reflux condenser. The reaction mixture is heated at reflux for a period of about 15 minutes. The reaction mixture is then filtered while hot and the filtrate is cooled to form a precipitate. The precipitate is recovered by filtration, is dried and is rec... Reactants: O=C([O-])[O-], CN(C)C=O, CI, [K+], [K+], O=C(O)c1nccc2c([N+](=O)[O-])cccc12, O. The product is COC(=O)c1nccc2c([N+](=O)[O-])cccc12. Reaction SMILES: [C:1](=[O:2])([O-:3])[O-:4].[CH3:26][N:27]([CH3:28])[CH:29]=[O:30].[I:23][CH3:24].[K+:5].[K+:6].[N+:7](=[O:8])([O-:9])[c:10]1[c:11]2[cH:12][cH:13][n:14][c:15]([C:20](=[O:21])[OH:22])[c:16]2[cH:17][cH:18][cH:19]1.[OH2:25]>>[CH3:1][O:22][C:20]([c:15]1[n:14][cH:13][cH:12][c:11]2[c:10]([N+:7](=[O:8])[O-:9])[cH:19][cH:18][cH:17][c:16]21)=[O:21]. Starting materials: COC(=O)C1=C(C)NC(C)=C(C(=O)O)C1c1cccc([N+](=O)[O-])c1, Cc1ccccc1, C(=NC1CCCCC1)=NC1CCCCC1, OCC=Cc1ccc(Cc2cccnc2)cc1. Product: COC(=O)C1=C(C)NC(C)=C(C(=O)OCC=Cc2ccc(Cc3cccnc3)cc2)C1c1cccc([N+](=O)[O-])c1. As a reaction SMILES: [CH3:1][C:2]1=[C:7]([C:8](=[O:9])[OH:10])[CH:6]([c:11]2[cH:12][c:13]([N+:17](=[O:18])[O-:19])[cH:14][cH:15][cH:16]2)[C:5]([C:20](=[O:21])[O:22][CH3:23])=[C:4]([CH3:24])[NH:3]1.[CH3:57][c:58]1[cH:59][cH:60][cH:61][cH:62][cH:63]1.[CH:42]1([N:43]=[C:44]=[N:45][CH:46]2[CH2:47][CH2:48][CH2:49][CH2:50][CH2:51]2)[CH2:52][CH2:53][CH2:54][CH2:55][CH2:56]1.[n:25]1[cH:26][c:27]([CH2:31][c:32]2[cH:33][cH:34][c:35]([CH:38]=[CH:39][CH2:40][OH:41])[cH:36][cH:37]2)[cH:28][cH:29][cH:30]1>>[CH3:1][C:2]1=[C:7]([C:8](=[O:9])[O:41][CH2:40][CH:39]=[CH:38][c:35]2[cH:34][cH:33][c:32]([CH2:31][c:27]3[cH:26][n:25][cH:30][cH:29][cH:28]3)[cH:37][cH:36]2)[CH:6]([c:11]2[cH:12][c:13]([N+:17](=[O:18])[O-:19])[cH:14][cH:15][cH:16]2)[C:5]([C:20](=[O:21])[O:22][CH3:23])=[C:4]([CH3:24])[NH:3]1.